This data is from the Open Reaction Database (ORD), a public repository of structured organic reaction records. The task is: describe an organic reaction: reactants, conditions, products, and yield The reactants are C(C)N1C(N(C2=C1C=CC(=C2)CC(C=2C=C(C=CC2)C)=O)CC)=O (1,3-diethyl-5-(2-oxo-2-m-tolyl-ethyl)-1,3-dihydro-benzoimidazol-2-one), [H-].[Na+] (NaH), BrCC(=O)C=1C=NC=CC1 (3-(Bromoacetyl)pyridine). Run in CN(C(C)=O)C (N,N-dimethylacetamide), CN(C(C)=O)C (DMA). Run at time 10 minute. Yields the product C(C)N1C(N(C2=C1C=CC(=C2)C(C(=O)C=2C=C(C=CC2)C)CC(=O)C=2C=NC=CC2)CC)=O (2-(1,3-diethyl-2-oxo-2,3-dihydro-1H-benzoimidazol-5-yl)-4-pyridin-3-yl-1-m-tolyl-butane-1,4-dione). RXN SMILES: [CH2:1]([N:3]1[C:7]2[CH:8]=[CH:9][C:10]([CH2:12][C:13](=[O:21])[C:14]3[CH:15]=[C:16]([CH3:20])[CH:17]=[CH:18][CH:19]=3)=[CH:11][C:6]=2[N:5]([CH2:22][CH3:23])[C:4]1=[O:24])[CH3:2].[H-].[Na+].Br[CH2:28][C:29]([C:31]1[CH:32]=[N:33][CH:34]=[CH:35][CH:36]=1)=[O:30]>CN(C)C(=O)C>[CH2:1]([N:3]1[C:7]2[CH:8]=[CH:9][C:10]([CH:12]([CH2:28][C:29]([C:31]3[CH:32]=[N:33][CH:34]=[CH:35][CH:36]=3)=[O:30])[C:13]([C:14]3[CH:15]=[C:16]([CH3:20])[CH:17]=[CH:18][CH:19]=3)=[O:21])=[CH:11][C:6]=2[N:5]([CH2:22][CH3:23])[C:4]1=[O:24])[CH3:2] |f:1.2|. Procedure: To a cooled (0° C.) solution of 1,3-diethyl-5-(2-oxo-2-m-tolyl-ethyl)-1,3-dihydro-benzoimidazol-2-one (prepared as described previously, 500 mg, 1.55 mmol) in N,N-dimethylacetamide (DMA, 2.35 mL) was added NaH (124 mg of a 60% dispersion in mineral oil, 3.1 mmol). The slurry was stirred for 10 minutes, then a solution of 3-(Bromoacetyl)pyridine (310 mg, 1.55 mmol) in DMA (0.470 mL) was added. After 1 hour, the reaction was quenched with 3 mL of acetic acid and diluted with water. The aqueous was...